This data is from the Open Reaction Database (ORD), a public repository of structured organic reaction records. The task is: describe an organic reaction: reactants, conditions, products, and yield The reactants are C1(=CC=C(C=C1)S(=O)(=O)O)C (p-toluenesulfonic acid), C(C)(C)S(=O)(=O)N1C(=NC2=C1C=C(C=C2)C(C2=CC=CC=C2)(CC(=O)N)O)N (1-isopropylsulfonyl-2-amino-6-(α-hydroxy-α-aminocarbonylmethylbenzyl)benzimidazole), trans-1-isopropylsulfonyl-2-amino-6-(α-aminocarbonylmethylenebenzyl)benzimidazole. Run in C(Cl)(Cl)Cl (chloroform). The product is C(C)(C)S(=O)(=O)N1C(=NC2=C1C=C(C=C2)C(C2=CC=CC=C2)=CC(=O)N)N (1-Isopropylsulfonyl-2-amino-6-(α-aminocarbonylmethylenebenzyl)benzimidazole). Isolated yield 35.0%. RXN SMILES: C1(C)C=CC(S(O)(=O)=O)=CC=1.[CH:12]([S:15]([N:18]1[C:22]2[CH:23]=[C:24]([C:27](O)([CH2:34][C:35]([NH2:37])=[O:36])[C:28]3[CH:33]=[CH:32][CH:31]=[CH:30][CH:29]=3)[CH:25]=[CH:26][C:21]=2[N:20]=[C:19]1[NH2:39])(=[O:17])=[O:16])([CH3:14])[CH3:13]>C(Cl)(Cl)Cl>[CH:12]([S:15]([N:18]1[C:22]2[CH:23]=[C:24]([C:27](=[CH:34][C:35]([NH2:37])=[O:36])[C:28]3[CH:29]=[CH:30][CH:31]=[CH:32][CH:33]=3)[CH:25]=[CH:26][C:21]=2[N:20]=[C:19]1[NH2:39])(=[O:16])=[O:17])([CH3:14])[CH3:13]. Procedure: A solution of 3.0 g. of p-toluenesulfonic acid and 3.0 g. of 1-isopropylsulfonyl-2-amino-6-(α-hydroxy-α-aminocarbonylmethylbenzyl)benzimidazole (prepared as described in Example 23) in 100 ml. of chloroform was heated at reflux for four hours. The reaction mixture then was cooled, washed with aqueous sodium bicarbonate solution and with water, dried, and the solvent was removed by evaporation under reduced pressure. Crystallization of the product thus formed from tetrahydrofuran afforded 1.1 g. ... Reaction SMILES: [CH2:1]([NH2:6])[CH2:2][CH:3]([CH3:5])[CH3:4].[Cl:7][CH2:8][CH2:9][N:10]=[C:11]=[O:12]>CCOCC>[CH2:1]([NH:6][C:11]([NH:10][CH2:9][CH2:8][Cl:7])=[O:12])[CH2:2][CH:3]([CH3:5])[CH3:4]. Run in CCOCC (ether), CCOCC (ether). Run at time 1 hour. Product: C(CC(C)C)NC(=O)NCCCl (1-Isopentyl-3-(2-Chloroethyl) Urea). Reactants: ClCCN=C=O (2-Chloroethyl isocyanate), ( 1H ), ( 1H ), ( 1H ), ( 4H ), ( 1H ), C(CC(C)C)N (Isopentylamine). Procedure: Isopentylamine (8.7 g, 0.1 mol) was dissolved in 100 ml of anhydrous ether and cooled to less than 10° C. 2-Chloroethyl isocyanate (10.5 g, 0.1 mol) was dissolved in 20 ml of ether and added to the rapidly stirring reaction mixture at less than 10° C. Stirring continued 1 hr. longer and the preciptiate was filtered and washed with four 20 ml portions of chilled ether. After drying in vacuo overnight, 16.5 g (85%) of product obtained as a white powder, MP 58°-9° C. IR analysis showed peaks at 162... The reactants are CC(C)(C)OC(=O)N1CCN(C(=O)C(O)Cc2ccc(Oc3ccc(NC(=O)c4ccc(C(F)(F)F)cc4)cn3)cc2)CC1, ClCCl. The product is CC(C)(C)OC(=O)N1CCN(C(=O)C(=O)Cc2ccc(Oc3ccc(NC(=O)c4ccc(C(F)(F)F)cc4)cn3)cc2)CC1. RXN SMILES: [C:1]([CH3:2])([CH3:3])([CH3:4])[O:5][C:6](=[O:7])[N:8]1[CH2:9][CH2:10][N:11]([C:14]([CH:15]([CH2:16][c:17]2[cH:18][cH:19][c:20]([O:23][c:24]3[n:25][cH:26][c:27]([NH:30][C:31]([c:32]4[cH:33][cH:34][c:35]([C:38]([F:39])([F:40])[F:41])[cH:36][cH:37]4)=[O:42])[cH:28][cH:29]3)[cH:21][cH:22]2)[OH:43])=[O:44])[CH2:12][CH2:13]1.[Cl:45][CH2:46][Cl:47]>>[C:1]([CH3:2])([CH3:3])([CH3:4])[O:5][C:6](=[O:7])[N:8]1[CH2:9][CH2:10][N:11]([C:14]([C:15]([CH2:16][c:17]2[cH:18][cH:19][c:20]([O:23][c:24]3[n:25][cH:26][c:27]([NH:30][C:31]([c:32]4[cH:33][cH:34][c:35]([C:38]([F:39])([F:40])[F:41])[cH:36][cH:37]4)=[O:42])[cH:28][cH:29]3)[cH:21][cH:22]2)=[O:43])=[O:44])[CH2:12][CH2:13]1. The reactants are N1=CC=CC=2CCC3=C(SC21)C=C(C=C3)C(C(=O)O)C (2-(5,6-dihydro benzo[b]pyrido-[3,2-f]thiepin-9-yl)-propionic acid), C1(CCCCC1)N=C=NC1CCCCC1 (dicyclohexylcarbodiimide), C(Cl)(Cl)Cl (chloroform), C(Cl)(Cl)Cl (chloroform), N (ammonia), ice water. The solvent is C(C)(=O)O (acetic acid), C(C)(=O)OCC (ethyl acetate). Conditions: temperature 0 celsius, time 20 minute. Product: N1=CC=CC=2CCC3=C(SC21)C=C(C=C3)C(C(=O)N)C (2-(5,6-dihydro benzo[b]pyrido[3,2-f]thiepin-9 -yl)-propionamide). The yield is 79.0%. RXN SMILES: [N:1]1[C:11]2[S:10][C:9]3[CH:12]=[C:13]([CH:16]([CH3:20])[C:17](O)=[O:18])[CH:14]=[CH:15][C:8]=3[CH2:7][CH2:6][C:5]=2[CH:4]=[CH:3][CH:2]=1.C1([N:27]=C=NC2CCCCC2)CCCCC1.C(Cl)(Cl)Cl.N>C(OCC)(=O)C.C(O)(=O)C>[N:1]1[C:11]2[S:10][C:9]3[CH:12]=[C:13]([CH:16]([CH3:20])[C:17]([NH2:27])=[O:18])[CH:14]=[CH:15][C:8]=3[CH2:7][CH2:6][C:5]=2[CH:4]=[CH:3][CH:2]=1. Procedure details: The mixture of 80 mg of 2-(5,6-dihydro benzo[b]pyrido-[3,2-f]thiepin-9-yl)-propionic acid, 120 mg of dicyclohexylcarbodiimide and 5 ml of chloroform was stirred at 0° C. for 20 minutes under a stream of nitrogen. To this was added dropwise 1 ml of chloroform containing excessive amount of ammonia and the resulting mixture was stirred for 2 hours at 0° C., then at room temperature for 1 hour. To this was added 50 g of ice-water and the mixture was acidified with acetic acid and extracted with chl... Starting materials: CC(C)(C)OC(=O)C=C(CCCCCCc1ccc2c(n1)NCCC2)c1cc2ccccc2s1, CO, CCO. The product is CC(C)(C)OC(=O)CC(CCCCCCc1ccc2c(n1)NCCC2)c1cc2ccccc2s1. Reaction SMILES: [C:1]([CH3:2])([CH3:3])([CH3:4])[O:5][C:6]([CH:7]=[C:8]([CH2:9][CH2:10][CH2:11][CH2:12][CH2:13][CH2:14][c:15]1[n:16][c:17]2[c:22]([cH:23][cH:24]1)[CH2:21][CH2:20][CH2:19][NH:18]2)[c:25]1[cH:26][c:27]2[c:28]([s:29]1)[cH:30][cH:31][cH:32][cH:33]2)=[O:34].[CH3:35][OH:36].[CH3:37][CH2:38][OH:39]>>[C:1]([CH3:2])([CH3:3])([CH3:4])[O:5][C:6]([CH2:7][CH:8]([CH2:9][CH2:10][CH2:11][CH2:12][CH2:13][CH2:14][c:15]1[n:16][c:17]2[c:22]([cH:23][cH:24]1)[CH2:21][CH2:20][CH2:19][NH:18]2)[c:25]1[cH:26][c:27]2[c:28]([s:29]1)[cH:30][cH:31][cH:32][cH:33]2)=[O:34]. Starting materials: CO, CN, CCOC(C)=O, CO, O=C=NCCCl, O=CC(O)C(O)C(O)C(O)CO, C1CCOC1. Yields the product CN(C(=O)NCCCl)C1OC(CO)C(O)C(O)C1O. Reaction SMILES: [CH3:13][OH:14].[CH3:15][NH2:16].[CH3:23][CH2:24][O:25][C:26](=[O:27])[CH3:28].[CH3:29][OH:30].[Cl:17][CH2:18][CH2:19][N:20]=[C:21]=[O:22].[O:1]=[CH:2][CH:3]([OH:4])[CH:5]([OH:6])[CH:7]([OH:8])[CH:9]([OH:10])[CH2:11][OH:12].[O:31]1[CH2:32][CH2:33][CH2:34][CH2:35]1>>[CH:2]1([N:16]([CH3:15])[C:21]([NH:20][CH2:19][CH2:18][Cl:17])=[O:22])[CH:3]([OH:4])[CH:5]([OH:6])[CH:7]([OH:8])[CH:9]([CH2:11][OH:12])[O:10]1. Reactants: C1(=CC=CC=C1)[C@H](C)NC1=NC=CC(=N1)N1C=NC2=C1C=CC(=C2)I (2-[(S)-1-Phenylethylamino]-4-[5-iodobenzimidazol-1-yl]pyrimidine), C(=O)(O)C=1C=C(C=CC1)B(O)O (3-carboxyphenyl boronic acid). The product is C1(=CC=CC=C1)[C@H](C)NC1=NC=CC(=N1)N1C=NC2=C1C=CC(=C2)C2=CC(=CC=C2)C(=O)O (2-[(S)-1-Phenylethylamino]-4-[5-(3-carboxyphenyl)benzimidazol-1-yl]pyrimidine). Reaction SMILES: [C:1]1([C@@H:7]([NH:9][C:10]2[N:15]=[C:14]([N:16]3[C:20]4[CH:21]=[CH:22][C:23](I)=[CH:24][C:19]=4[N:18]=[CH:17]3)[CH:13]=[CH:12][N:11]=2)[CH3:8])[CH:6]=[CH:5][CH:4]=[CH:3][CH:2]=1.[C:26]([C:29]1[CH:30]=[C:31](B(O)O)[CH:32]=[CH:33][CH:34]=1)([OH:28])=[O:27]>>[C:1]1([C@@H:7]([NH:9][C:10]2[N:15]=[C:14]([N:16]3[C:20]4[CH:21]=[CH:22][C:23]([C:33]5[CH:32]=[CH:31][CH:30]=[C:29]([C:26]([OH:28])=[O:27])[CH:34]=5)=[CH:24][C:19]=4[N:18]=[CH:17]3)[CH:13]=[CH:12][N:11]=2)[CH3:8])[CH:6]=[CH:5][CH:4]=[CH:3][CH:2]=1. Reported procedure: The title compound was prepared according to the procedure described in EXAMPLE 397, starting from 2-[(S)-1-Phenylethylamino]-4-[5-iodobenzimidazol-1-yl]pyrimidine and 3-carboxyphenyl boronic acid. Mass spectrum (ESI) 436.1 (M+1).